This data is from the Open Reaction Database (ORD), a public repository of structured organic reaction records. The task is: describe an organic reaction: reactants, conditions, products, and yield Starting materials: C(C)(=O)O[C@H]1C[C@@H](O[C@@H]1/C=C/C(CC1=C(C=CC=C1Cl)Cl)=O)N1C(=O)NC(=O)C(=C1)CC ((E)-3'-O-acetyl-5'-[3-(2,6-dichlorophenyl)-2-oxopropylidene]-2',5'-dideoxy-5-ethyluridine). The reagents and catalysts are [Pd] (Pd/C). The solvent is CO (methanol). Yields the product C(C)(=O)O[C@H]1C[C@@H](O[C@@H]1CCC(CC1=C(C=CC=C1Cl)Cl)=O)N1C(=O)NC(=O)C(=C1)CC (3'-O-acetyl-5'-[3-(2,6-dichlorophenyl)-2-oxopropyl]-2',5'-dideoxy-5-ethyluridine). Isolated yield 73.9%. Reaction SMILES: [C:1]([O:4][C@@H:5]1[C@@H:9](/[CH:10]=[CH:11]/[C:12](=[O:22])[CH2:13][C:14]2[C:19]([Cl:20])=[CH:18][CH:17]=[CH:16][C:15]=2[Cl:21])[O:8][C@@H:7]([N:23]2[CH:30]=[C:29]([CH2:31][CH3:32])[C:27](=[O:28])[NH:26][C:24]2=[O:25])[CH2:6]1)(=[O:3])[CH3:2]>CO.[Pd]>[C:1]([O:4][C@@H:5]1[C@@H:9]([CH2:10][CH2:11][C:12](=[O:22])[CH2:13][C:14]2[C:15]([Cl:21])=[CH:16][CH:17]=[CH:18][C:19]=2[Cl:20])[O:8][C@@H:7]([N:23]2[CH:30]=[C:29]([CH2:31][CH3:32])[C:27](=[O:28])[NH:26][C:24]2=[O:25])[CH2:6]1)(=[O:3])[CH3:2]. Procedure details: A solution of 3.30 g of (E)-3'-O-acetyl-5'-[3-(2,6-dichlorophenyl)-2-oxopropylidene]-2',5'-dideoxy-5-ethyluridine in 1.50 l of methanol was hydrogenated over 1.10 g of 10% Pd/C catalyst at room temperature and under atmospheric pressure for 3 hours. The mixture was filtered and the filtrate was evaporated. The residue was triturated with diethyl ether to give 2.45 g of 3'-O-acetyl-5'-[3-(2,6-dichlorophenyl)-2-oxopropyl]-2',5'-dideoxy-5-ethyluridine, mp 186°. The reactants are BrCC1CCC1, COC(=O)Cc1ccc([N+](=O)[O-])c(OCC(F)(F)F)c1, CS(C)=O, [K+], [OH-], O. The product is COC(=O)C(CC1CCC1)c1ccc([N+](=O)[O-])c(OCC(F)(F)F)c1. As a reaction SMILES: [Br:21][CH2:22][CH:23]1[CH2:24][CH2:25][CH2:26]1.[CH3:1][O:2][C:3]([CH2:4][c:5]1[cH:6][c:7]([O:14][CH2:15][C:16]([F:17])([F:18])[F:19])[c:8]([N+:11](=[O:12])[O-:13])[cH:9][cH:10]1)=[O:20].[CH3:30][S:31]([CH3:32])=[O:33].[K+:28].[OH-:27].[OH2:29]>>[CH3:1][O:2][C:3]([CH:4]([c:5]1[cH:6][c:7]([O:14][CH2:15][C:16]([F:17])([F:18])[F:19])[c:8]([N+:11](=[O:12])[O-:13])[cH:9][cH:10]1)[CH2:22][CH:23]1[CH2:24][CH2:25][CH2:26]1)=[O:20]. The reactants are NC1=C(C2=C(S1)C1=CC=CC=C1C2)C(=O)N (2-amino-4H-indeno[1,2-b]thiophene-3-carboxylic acid amide), FC(C(=O)O)(F)F.NC1=C(C2=C(S1)C1=CC=C(C=C1CC2)Br)C(=O)N (2-amino-7-bromo-4,5-dihydro-naphtho[1,2-b]thiophene-3-carboxylic acid amide trifluoroacetate). Product: BrC=1C=C2CCC3=C(SC(=C3C(=O)N)NC(=O)N)C2=CC1 (7-Bromo-2-ureido-4,5-dihydro-naphtho[1,2-b]thiophene-3-carboxylic acid amide). As a reaction SMILES: NC1SC2C3C(CC=2C=1[C:14]([NH2:16])=[O:15])=CC=CC=3.FC(F)(F)C(O)=O.[NH2:24][C:25]1[S:29][C:28]2[C:30]3[C:35]([CH2:36][CH2:37][C:27]=2[C:26]=1[C:39]([NH2:41])=[O:40])=[CH:34][C:33]([Br:38])=[CH:32][CH:31]=3>>[Br:38][C:33]1[CH:34]=[C:35]2[C:30](=[CH:31][CH:32]=1)[C:28]1[S:29][C:25]([NH:24][C:14]([NH2:16])=[O:15])=[C:26]([C:39]([NH2:41])=[O:40])[C:27]=1[CH2:37][CH2:36]2 |f:1.2|. Reported procedure: The title compound was prepared by the same procedure as Example 2 except 2-amino-4H-indeno[1,2-b]thiophene-3-carboxylic acid amide was replaced with 2-amino-7-bromo-4,5-dihydro-naphtho[1,2-b]thiophene-3-carboxylic acid amide trifluoroacetate to give the above title compound as brown solid. ESMS m/z: 367 [M+H]+. Reactants: C(C)(C)(C)OC(N(C)C)N(C)C (t-Butoxy-bis dimethylaminomethane), C(C1=CC=CC=C1)(C1=CC=CC=C1)OC(=O)C=1N2C(C(C2SCC1C)NC(C(C=1N=C(SC1)NC(C1=CC=CC=C1)(C1=CC=CC=C1)C1=CC=CC=C1)=NOC(C)(C)C(=O)OC(C)(C)C)=O)=O (2-benzhydryloxycarbonyl-7-{2-[(2-t-butoxycarbonylprop-2-yl)-oxyimino]-2-(2-tritylaminothiazol-4-yl)-acetamido}-3-methyl-8-oxo-5-thia-1-azabicyclo[4.2.0]oct-2-ene), C(C)(=O)OCC (ethyl acetate), O (water). The solvent is CN(C=O)C (dimethylformamide). Conditions: time 15 minute. Product: C(C1=CC=CC=C1)(C1=CC=CC=C1)OC(=O)C=1N2C(C(C2SCC1C=CN(C)C)NC(C(C=1N=C(SC1)NC(C1=CC=CC=C1)(C1=CC=CC=C1)C1=CC=CC=C1)=NOC(C)(C)C(=O)OC(C)(C)C)=O)=O (2-benzhydryloxycarbonyl-3-(2-dimethylaminovinyl)-7-{2-(2-t-butoxycarbonylprop-2-yl-oxyimino)-2-(2-tritylaminothiazol-4-yl)-acetamido}-8-oxo-5-thia-1-azabicyclo[4.2.0]oct- 2-ene). RXN SMILES: C(O[CH:6](N(C)C)[N:7]([CH3:9])[CH3:8])(C)(C)C.[CH:13]([O:26][C:27]([C:29]1[N:30]2[CH:33]([S:34][CH2:35][C:36]=1[CH3:37])[CH:32]([NH:38][C:39](=[O:78])[C:40](=[N:66][O:67][C:68]([C:71]([O:73][C:74]([CH3:77])([CH3:76])[CH3:75])=[O:72])([CH3:70])[CH3:69])[C:41]1[N:42]=[C:43]([NH:46][C:47]([C:60]3[CH:65]=[CH:64][CH:63]=[CH:62][CH:61]=3)([C:54]3[CH:59]=[CH:58][CH:57]=[CH:56][CH:55]=3)[C:48]3[CH:53]=[CH:52][CH:51]=[CH:50][CH:49]=3)[S:44][CH:45]=1)[C:31]2=[O:79])=[O:28])([C:20]1[CH:25]=[CH:24][CH:23]=[CH:22][CH:21]=1)[C:14]1[CH:19]=[CH:18][CH:17]=[CH:16][CH:15]=1.C(OCC)(=O)C.O>CN(C)C=O>[CH:13]([O:26][C:27]([C:29]1[N:30]2[CH:33]([S:34][CH2:35][C:36]=1[CH:37]=[CH:6][N:7]([CH3:9])[CH3:8])[CH:32]([NH:38][C:39](=[O:78])[C:40](=[N:66][O:67][C:68]([C:71]([O:73][C:74]([CH3:77])([CH3:76])[CH3:75])=[O:72])([CH3:70])[CH3:69])[C:41]1[N:42]=[C:43]([NH:46][C:47]([C:48]3[CH:49]=[CH:50][CH:51]=[CH:52][CH:53]=3)([C:54]3[CH:55]=[CH:56][CH:57]=[CH:58][CH:59]=3)[C:60]3[CH:65]=[CH:64][CH:63]=[CH:62][CH:61]=3)[S:44][CH:45]=1)[C:31]2=[O:79])=[O:28])([C:20]1[CH:25]=[CH:24][CH:23]=[CH:22][CH:21]=1)[C:14]1[CH:15]=[CH:16][CH:17]=[CH:18][CH:19]=1. Reported procedure: t-Butoxy-bis dimethylaminomethane (1.9 cc) is added, whilst stirring, to a solution, at 80° C., under nitrogen, of the syn isomer of 2-benzhydryloxycarbonyl-7-{2-[(2-t-butoxycarbonylprop-2-yl)-oxyimino]-2-(2-tritylaminothiazol-4-yl)-acetamido}-3-methyl-8-oxo-5-thia-1-azabicyclo[4.2.0]oct-2-ene (6 g.) in dimethylformamide (64 cc), and the reaction is continued for 15 minutes. The mixture is then poured into a mixture of ethyl acetate (200 cc) and water (200 cc). The organic phase is decanted, was... Starting materials: CCO, Cc1ccccc1, Cc1nc2c(Cl)ncc(I)c2s1, [Na+], [Na+], O=C([O-])[O-], c1ccc(P(c2ccccc2)(c2ccccc2)[Pd](P(c2ccccc2)(c2ccccc2)c2ccccc2)(P(c2ccccc2)(c2ccccc2)c2ccccc2)P(c2ccccc2)(c2ccccc2)c2ccccc2)cc1, OB(O)c1cccnc1. The product is Cc1nc2c(Cl)ncc(-c3cccnc3)c2s1. As a reaction SMILES: [CH3:28][CH2:29][OH:30].[CH3:31][c:32]1[cH:33][cH:34][cH:35][cH:36][cH:37]1.[Cl:1][c:2]1[n:3][cH:4][c:5]([I:12])[c:6]2[c:7]1[n:8][c:9]([CH3:11])[s:10]2.[Na+:22].[Na+:23].[O-:24][C:25](=[O:26])[O-:27].[cH:38]1[cH:39][cH:40][c:41]([P:42]([Pd:43]([P:44]([c:45]2[cH:46][cH:47][cH:48][cH:49][cH:50]2)([c:51]2[cH:52][cH:53][cH:54][cH:55][cH:56]2)[c:57]2[cH:58][cH:59][cH:60][cH:61][cH:62]2)([P:63]([c:64]2[cH:65][cH:66][cH:67][cH:68][cH:69]2)([c:70]2[cH:71][cH:72][cH:73][cH:74][cH:75]2)[c:76]2[cH:77][cH:78][cH:79][cH:80][cH:81]2)[P:82]([c:83]2[cH:84][cH:85][cH:86][cH:87][cH:88]2)([c:89]2[cH:90][cH:91][cH:92][cH:93][cH:94]2)[c:95]2[cH:96][cH:97][cH:98][cH:99][cH:100]2)([c:101]2[cH:102][cH:103][cH:104][cH:105][cH:106]2)[c:107]2[cH:108][cH:109][cH:110][cH:111][cH:112]2)[cH:113][cH:114]1.[n:13]1[cH:14][c:15]([B:19]([OH:20])[OH:21])[cH:16][cH:17][cH:18]1>>[Cl:1][c:2]1[n:3][cH:4][c:5](-[c:15]2[cH:14][n:13][cH:18][cH:17][cH:16]2)[c:6]2[c:7]1[n:8][c:9]([CH3:11])[s:10]2. Reactants: COC(CCN(C1=CC=CC=C1)C(C1=CC(=C(C=C1)NC)NC(CNC1=CC=C(C=C1)C#N)=O)=O)=O (3-({3-[2-(4-Cyano-phenylamino)-acetylamino]-4-methylamino-benzoyl}-phenylamino)-propionic acid methyl ester). Solvent: C(C)(=O)O (acetic acid). The product is COC(CCN(C1=CC=CC=C1)C(=O)C1=CC2=C(N(C(=N2)CNC2=CC=C(C=C2)C#N)C)C=C1)=O (3-({2-[(4-Cyano-phenylamino)-methyl]-1-methyl-1H-benzoimidazole-5-carbonyl}-phenyl-amino)-propionic acid methyl ester). Isolated yield 58.0%. Reaction SMILES: [CH3:1][O:2][C:3](=[O:36])[CH2:4][CH2:5][N:6]([C:13](=[O:35])[C:14]1[CH:19]=[CH:18][C:17]([NH:20][CH3:21])=[C:16]([NH:22][C:23](=O)[CH2:24][NH:25][C:26]2[CH:31]=[CH:30][C:29]([C:32]#[N:33])=[CH:28][CH:27]=2)[CH:15]=1)[C:7]1[CH:12]=[CH:11][CH:10]=[CH:9][CH:8]=1>C(O)(=O)C>[CH3:1][O:2][C:3](=[O:36])[CH2:4][CH2:5][N:6]([C:13]([C:14]1[CH:19]=[CH:18][C:17]2[N:20]([CH3:21])[C:23]([CH2:24][NH:25][C:26]3[CH:27]=[CH:28][C:29]([C:32]#[N:33])=[CH:30][CH:31]=3)=[N:22][C:16]=2[CH:15]=1)=[O:35])[C:7]1[CH:8]=[CH:9][CH:10]=[CH:11][CH:12]=1. Reported procedure: A solution of the product of 1c (22.6 mmol) in 100 mL concentrated acetic acid was heated to reflux for one hour. The solution was then evaporated to dryness, the remaining solid triturated with water and under stirring the pH was adjusted to about 8-9. The crude product was isolated through extraction with ethyl acetate and purified by chromatography on silica gel (eluent: dichloromethane/ethanol 1:1). Reactants: C1CCOC1, CCOC(C)=O, O=C(c1c(-c2ccccc2)ccnc1Cl)N(CCO)Cc1cc(C(F)(F)F)cc(C(F)(F)F)c1, [H-], [Na+]. Yields the product O=C1c2c(-c3ccccc3)ccnc2OCCN1Cc1cc(C(F)(F)F)cc(C(F)(F)F)c1. RXN SMILES: [CH2:3]1[O:4][CH2:5][CH2:6][CH2:7]1.[CH3:42][CH2:43][O:44][C:45](=[O:46])[CH3:47].[F:8][C:9]([c:10]1[cH:11][c:12]([CH2:13][N:14]([C:15](=[O:16])[c:17]2[c:18]([Cl:29])[n:19][cH:20][cH:21][c:22]2-[c:23]2[cH:24][cH:25][cH:26][cH:27][cH:28]2)[CH2:30][CH2:31][OH:32])[cH:33][c:34]([C:36]([F:37])([F:38])[F:39])[cH:35]1)([F:40])[F:41].[H-:1].[Na+:2]>>[F:8][C:9]([c:10]1[cH:11][c:12]([CH2:13][N:14]2[C:15](=[O:16])[c:17]3[c:18]([n:19][cH:20][cH:21][c:22]3-[c:23]3[cH:24][cH:25][cH:26][cH:27][cH:28]3)[O:32][CH2:31][CH2:30]2)[cH:33][c:34]([C:36]([F:37])([F:38])[F:39])[cH:35]1)([F:40])[F:41]. Reactants: ClC=1C=C2C=CC(=CC2=CC1)S(=O)(=O)N[C@@H]1C(N(CC1)[C@H](C(=O)N(CCNC(OC(C)(C)C)=O)C(C)C)C)=O (tert-Butyl 2-[[(2S)-2-((3S)-3-{[(6-chloro-2-naphthyl)sulfonyl]amino}-2-oxopyrrolidin-1-yl)propanoyl](isopropyl)amino]ethylcarbamate), FC(C(=O)O)(F)F (trifluoroacetic acid). The solvent is C(Cl)Cl (DCM). Conditions: time 2.5 hour. The product is NCCN(C([C@H](C)N1C([C@H](CC1)NS(=O)(=O)C1=CC2=CC=C(C=C2C=C1)Cl)=O)=O)C(C)C ((2S)-N-(2-Aminoethyl)-2-((3S)-3-{[(6-chloro-2-naphthyl)sulfonyl]amino}-2-oxopyrrolidin-1-yl)-N-isopropylpropanamide). Isolated yield 71.3%. As a reaction SMILES: [Cl:1][C:2]1[CH:3]=[C:4]2[C:9](=[CH:10][CH:11]=1)[CH:8]=[C:7]([S:12]([NH:15][C@H:16]1[CH2:20][CH2:19][N:18]([C@@H:21]([CH3:38])[C:22]([N:24]([CH:35]([CH3:37])[CH3:36])[CH2:25][CH2:26][NH:27]C(=O)OC(C)(C)C)=[O:23])[C:17]1=[O:39])(=[O:14])=[O:13])[CH:6]=[CH:5]2.FC(F)(F)C(O)=O>C(Cl)Cl>[NH2:27][CH2:26][CH2:25][N:24]([CH:35]([CH3:37])[CH3:36])[C:22](=[O:23])[C@@H:21]([N:18]1[CH2:19][CH2:20][C@H:16]([NH:15][S:12]([C:7]2[CH:6]=[CH:5][C:4]3[C:9](=[CH:10][CH:11]=[C:2]([Cl:1])[CH:3]=3)[CH:8]=2)(=[O:13])=[O:14])[C:17]1=[O:39])[CH3:38]. Reported procedure: tert-Butyl 2-[[(2S)-2-((3S)-3-{[(6-chloro-2-naphthyl)sulfonyl]amino}-2-oxopyrrolidin-1-yl)propanoyl](isopropyl)amino]ethylcarbamate (0.21 g) was dissolved in DCM (4 ml), and trifluoroacetic acid (4 ml) was added. The mixture was stirred at room temperature for 2.5 h and then concentrated under reduced pressure. The residue was partitioned between saturated sodium bicarbonate solution and DCM, and the organic layer was separated, dried (over magnesium sulphate) and concentrated under reduced pres...